Task: describe an organic reaction: reactants, conditions, products, and yield. Dataset: the Open Reaction Database (ORD), a public repository of structured organic reaction records The reactants are CNC(SC)=N[N+](=O)[O-] (1,2-dimethyl-3-nitroisothiourea), C([O-])([O-])=O.[K+].[K+] (potassium carbonate), C(C)(=O)OC(C)=O (acetic anhydride). The solvent is C(C)#N (acetonitrile). Reaction conditions: time 3 hour. The product is C(C)(=O)N(C(SC)=N[N+](=O)[O-])C (1-acetyl-1,2-dimethyl-3-nitroisothiourea). Yield: 92.7%. As a reaction SMILES: [CH3:1][NH:2][C:3](=[N:6][N+:7]([O-:9])=[O:8])[S:4][CH3:5].C(=O)([O-])[O-].[K+].[K+].[C:16]([O:19]C(=O)C)(=O)[CH3:17]>C(#N)C>[C:16]([N:2]([CH3:1])[C:3](=[N:6][N+:7]([O-:9])=[O:8])[S:4][CH3:5])(=[O:19])[CH3:17] |f:1.2.3|. Procedure: To a mixture of 1,2-dimethyl-3-nitroisothiourea (2.93 g), potassium carbonate (4.07 g), and acetonitrile (60 ml) was added acetic anhydride (2.53 g) at room temperature and the mixture was stirred for 3 hour at this temperature. Insoluble materials were removed by filtration and the filtrate was concentrated. Chloroform (100 ml) was added to the residue and the mixture was washed with water twice. The chloroform layer was dried over anhydrous magnesium sulfate and concentrated to give 3.48 g of ... The reactants are CN1CCOCC1, CN(C)C=O, CC(C)(C)OC(=O)N1CCC(N)CC1, O, O=C(O)c1ccc(Nc2nc3cccc(-c4ccccc4)n3n2)cc1. The product is CC(C)(C)OC(=O)N1CCC(NC(=O)c2ccc(Nc3nc4cccc(-c5ccccc5)n4n3)cc2)CC1. Reaction SMILES: [CH3:40][N:41]1[CH2:42][CH2:43][O:44][CH2:45][CH2:46]1.[CH3:48][N:49]([CH3:50])[CH:51]=[O:52].[NH2:26][CH:27]1[CH2:28][CH2:29][N:30]([C:33](=[O:34])[O:35][C:36]([CH3:37])([CH3:38])[CH3:39])[CH2:31][CH2:32]1.[OH2:47].[c:1]1(-[c:7]2[cH:8][cH:9][cH:10][c:11]3[n:12]2[n:13][c:14]([NH:16][c:17]2[cH:18][cH:19][c:20]([C:21](=[O:22])[OH:23])[cH:24][cH:25]2)[n:15]3)[cH:2][cH:3][cH:4][cH:5][cH:6]1>>[c:1]1(-[c:7]2[cH:8][cH:9][cH:10][c:11]3[n:12]2[n:13][c:14]([NH:16][c:17]2[cH:18][cH:19][c:20]([C:21](=[O:22])[NH:26][CH:27]4[CH2:28][CH2:29][N:30]([C:33](=[O:34])[O:35][C:36]([CH3:37])([CH3:38])[CH3:39])[CH2:31][CH2:32]4)[cH:24][cH:25]2)[n:15]3)[cH:2][cH:3][cH:4][cH:5][cH:6]1. The reactants are NC1=C(C=C(C=C1)C1=CCN(CC1)C(=O)OC(C)(C)C)[N+](=O)[O-] (tert-Butyl 4-(4-amino-3-nitrophenyl)-5,6-dihydropyridine-1(2H)-carboxylate). The reagents and catalysts are [Pd] (Pd—C). Run in C1CCOC1 (THF), CCO (EtOH). Reaction conditions: time 3 hour. The product is NC=1C=C(C=CC1N)C1=CCN(CC1)C(=O)OC(C)(C)C (tert-Butyl 4-(3,4-diaminophenyl)-5,6-dihydropyridine-1(2H)-carboxylate). Yield: 96.0%. As a reaction SMILES: [NH2:1][C:2]1[CH:7]=[CH:6][C:5]([C:8]2[CH2:13][CH2:12][N:11]([C:14]([O:16][C:17]([CH3:20])([CH3:19])[CH3:18])=[O:15])[CH2:10][CH:9]=2)=[CH:4][C:3]=1[N+:21]([O-])=O>C1COCC1.CCO.[Pd]>[NH2:21][C:3]1[CH:4]=[C:5]([C:8]2[CH2:13][CH2:12][N:11]([C:14]([O:16][C:17]([CH3:20])([CH3:19])[CH3:18])=[O:15])[CH2:10][CH:9]=2)[CH:6]=[CH:7][C:2]=1[NH2:1]. Procedure: To a solution of compound 14 (2.1 g, 6.58 mmol) in a mixture of THF (15 mL) and EtOH (30 mL) was added Pd—C (0.21 g, 10% wet basis), and the mixture was subjected to hydrogenation in a Parr apparatus at 10 psi for 3 hours. After filtering over the pad of celite, the solution was concentrated and loaded over a silica column, eluting with ethyl acetate:hexanes (50:50), and then changing to (90:10) to get compound 18. Yield 96%, light brown gum. IR KBr, cm−1) 3429, 3330 (NH2), 3036 (Ar—H), 2983 (Al... Reactants: C(CCC)(=O)C1=CC2=C(N(C(=N2)CO)C)C=C1Cl (5-butyryl-6-chloro-1-methyl-benzimidazole-2-methanol), [Mn](=O)(=O)(=O)[O-].[K+] (potassium permanganate). The product is C(CCC)(=O)C1=CC2=C(N(C(=N2)C(=O)O)C)C=C1Cl (5-butyryl-6-chloro-1-methyl-benzimidazole-2-carboxylic acid). Reaction SMILES: [C:1]([C:6]1[C:17]([Cl:18])=[CH:16][C:9]2[N:10]([CH3:15])[C:11]([CH2:13][OH:14])=[N:12][C:8]=2[CH:7]=1)(=[O:5])[CH2:2][CH2:3][CH3:4].[Mn]([O-])(=O)(=O)=[O:20].[K+]>>[C:1]([C:6]1[C:17]([Cl:18])=[CH:16][C:9]2[N:10]([CH3:15])[C:11]([C:13]([OH:20])=[O:14])=[N:12][C:8]=2[CH:7]=1)(=[O:5])[CH2:2][CH2:3][CH3:4] |f:1.2|. Procedure details: In a manner analogous to that described in Example 12, 2.7 g of 5-butyryl-6-chloro-1-methyl-benzimidazole-2-methanol are oxidised with 2.5 g of potassium permanganate to give 5-butyryl-6-chloro-1-methyl-benzimidazole-2-carboxylic acid with a melting point of 90° (decomposition). Starting materials: ClC1=NC=NC(=C1[N+](=O)[O-])Cl (4,6-dichloro-5-nitropyrimidine), C(C1=CC=CC=C1)NCCC1=CC=CC=C1 (N-benzylphenethylamine), [OH-].[Na+] (NaOH), N1(C=NC=C1)CC=1NC=CN1 (2-((1H-imidazol-1-yl)methyl)imidazole), [Sn](Cl)Cl (tin (II) chloride), C(=O)(N1C=NC=C1)N1C=NC=C1 (carbonyidiimidazole), C(C)O (ethanol). The reagents and catalysts are [Pd] (palladium on carbon). Product: N1(C=NC=C1)CC1=NC=C2C(NC=3C(=NC=NC3N21)NCCC2=CC=CC=C2)=O (9-(1H-imidazol-1-yl)methyl-4-[(2-phenylethyl)amino]imidazo[5,1-h]pteridin-6(5H)-one). RXN SMILES: Cl[C:2]1[C:7]([N+:8]([O-])=O)=[C:6](Cl)[N:5]=[CH:4][N:3]=1.C([NH:19][CH2:20][CH2:21][C:22]1[CH:27]=[CH:26][CH:25]=[CH:24][CH:23]=1)C1C=CC=CC=1.[N:28]1([CH2:33][C:34]2[NH:35][CH:36]=[CH:37][N:38]=2)[CH:32]=[CH:31][N:30]=[CH:29]1.[Sn](Cl)Cl.[C:42](N1C=CN=C1)(N1C=CN=C1)=[O:43].C(O)C.[OH-].[Na+]>[Pd]>[N:28]1([CH2:33][C:34]2[N:35]3[C:36]([C:42](=[O:43])[NH:8][C:7]4[C:2]([NH:19][CH2:20][CH2:21][C:22]5[CH:23]=[CH:24][CH:25]=[CH:26][CH:27]=5)=[N:3][CH:4]=[N:5][C:6]=43)=[CH:37][N:38]=2)[CH:32]=[CH:31][N:30]=[CH:29]1 |f:6.7|. Procedure: Prepared by treatment of 4,6-dichloro-5-nitropyrimidine with N-benzylphenethylamine, followed by reaction with 2-((1H-imidazol-1-yl)methyl)imidazole, reduction with tin (II) chloride, cyclization with carbonyidiimidazole and hydrogenation with palladium on carbon in ethanol containing 1.1 eq. NaOH at 50° C. and 50 psi. The reactants are Cl.C(C)(OC)=N (methyl acetimidate hydrochloride), CO (methanol), C(C(C)C)C1=CC=C(C=C1)C(CC)=O (p-isobutylpropiophenone), ketal. Conditions: time 12 hour. Yields the product COC(CC)(C1=CC=C(C=C1)CC(C)C)OC (p-isobutylpropiophenone dimethyl ketal). RXN SMILES: Cl.[C:2](=N)([O:4]C)C.[CH2:7]([C:11]1[CH:16]=[CH:15][C:14]([C:17](=[O:20])[CH2:18][CH3:19])=[CH:13][CH:12]=1)[CH:8]([CH3:10])[CH3:9].[CH3:21]O>>[CH3:21][O:20][C:17]([O:4][CH3:2])([C:14]1[CH:13]=[CH:12][C:11]([CH2:7][CH:8]([CH3:10])[CH3:9])=[CH:16][CH:15]=1)[CH2:18][CH3:19] |f:0.1|. Procedure: To 11.33 g. (0.10 mole) of methyl acetimidate hydrochloride, prepared by known methods, in a 100 ml. 3-necked, round bottom flask there was added a solution of 9.71 g. (actual 9.42 g.; 49.6 mmole) of crude p-isobutylpropiophenone, prepared as described in part A above, in 23 ml. of absolute methanol. The resulting solution was stirred for 12 hours at room temperature to insure complete reaction. Gas liquid chromatographic analysis (GLC analysis) of an aliquot of the reaction mixture indicated gr... Starting materials: C(CC(=O)OCC)(=O)OCC (Diethyl malonate), [H-].[Na+] (NaH), [N+](=O)([O-])C1=CC=C(CBr)C=C1 (4-nitrobenzyl bromide). Run in C1CCOC1 (THF), C1CCOC1 (THF). Reaction conditions: time 15 minute. Product: C(C)OC(C(C(=O)OCC)CC1=CC=C(C=C1)[N+](=O)[O-])=O (Diethyl-2-(4-nitrobenzyl)malonate). Yield: 68.8%. RXN SMILES: [C:1]([O:9][CH2:10][CH3:11])(=[O:8])[CH2:2][C:3]([O:5][CH2:6][CH3:7])=[O:4].[H-].[Na+].[N+:14]([C:17]1[CH:24]=[CH:23][C:20]([CH2:21]Br)=[CH:19][CH:18]=1)([O-:16])=[O:15]>C1COCC1>[CH2:10]([O:9][C:1](=[O:8])[CH:2]([CH2:21][C:20]1[CH:23]=[CH:24][C:17]([N+:14]([O-:16])=[O:15])=[CH:18][CH:19]=1)[C:3]([O:5][CH2:6][CH3:7])=[O:4])[CH3:11] |f:1.2|. Procedure: Diethyl malonate (7.41 g, 46.3 mmol) was added to a slurry of NaH (60% oil dispersion, 2.04 g, 50.9 mmol) in THF (200 ml) and stirred for 15 min, before adding a solution of 4-nitrobenzyl bromide (10.0 g, 46.3 mmol) in THF (100 ml) by cannula. The reaction was stirred for 3 h at room temperature then quenched by the addition of water (100 ml). The aqueous layer was separated and extracted with Et2O (200 ml). The combined organic layers were washed with brine (200 ml), dried (MgSO4) and the solve... The reactants are O=C([O-])[O-], CC(=O)[O-], CC(=O)[O-], Cc1ccccc1P(c1ccccc1C)c1ccccc1C, C=CCC(NC(=O)c1c(Cl)cccc1Cl)C(=O)OC, CCOC(C)=O, CC(C)N(c1ccc(I)cc1)c1ncccn1, [K+], [K+], CN(C)C=O, [Pd+2]. Yields the product COC(=O)C(CC=Cc1ccc(N(c2ncccn2)C(C)C)cc1)NC(=O)c1c(Cl)cccc1Cl. As a reaction SMILES: [C:59](=[O:60])([O-:61])[O-:62].[C:70]([O-:71])(=[O:72])[CH3:73].[C:75]([O-:76])(=[O:77])[CH3:78].[CH3:1][c:2]1[cH:3][cH:4][cH:5][cH:6][c:7]1[P:8]([c:9]1[cH:10][cH:11][cH:12][cH:13][c:14]1[CH3:15])[c:16]1[cH:17][cH:18][cH:19][cH:20][c:21]1[CH3:22].[CH3:23][O:24][C:25]([CH:26]([CH2:27][CH:28]=[CH2:29])[NH:30][C:31]([c:32]1[c:33]([Cl:39])[cH:34][cH:35][cH:36][c:37]1[Cl:38])=[O:40])=[O:41].[CH3:79][CH2:80][O:81][C:82](=[O:83])[CH3:84].[I:42][c:43]1[cH:44][cH:45][c:46]([N:49]([c:50]2[n:51][cH:52][cH:53][cH:54][n:55]2)[CH:56]([CH3:57])[CH3:58])[cH:47][cH:48]1.[K+:63].[K+:64].[O:65]=[CH:66][N:67]([CH3:68])[CH3:69].[Pd+2:74]>>[CH3:23][O:24][C:25]([CH:26]([CH2:27][CH:28]=[CH:29][c:43]1[cH:44][cH:45][c:46]([N:49]([c:50]2[n:51][cH:52][cH:53][cH:54][n:55]2)[CH:56]([CH3:57])[CH3:58])[cH:47][cH:48]1)[NH:30][C:31]([c:32]1[c:33]([Cl:39])[cH:34][cH:35][cH:36][c:37]1[Cl:38])=[O:40])=[O:41]. Starting materials: B(Br)(Br)Br (boron tribromide), O (water), OP(=O)(C(CC1=CC=CC=C1)NC(=O)OCC1=CC=CC=C1)CC(C(=O)N[C@@H](C)C(=O)O)CC1=CC=CC=C1 (N-[2-[[hydroxy[2-phenyl-1-[[(phenylmethoxy)carbonyl]amino]ethyl]phosphinyl]methyl]-1-oxo-3-phenylpropyl]-L-alanine), solution. The solvent is ClCCl (dichloromethane), ClCCl (dichloromethane). Run at temperature -10 celsius, time 1 hour. The product is Br.NC(CC1=CC=CC=C1)P(=O)(O)CC(C(=O)N[C@@H](C)C(=O)O)CC1=CC=CC=C1 (N-[2-[[(1-Amino-2-phenylethyl)hydroxyphosphinyl]methyl]-1-oxo-3-phenylpropyl]-L-alanine hydrobromide). The yield is 100.0%. Reaction SMILES: [OH:1][P:2]([CH2:23][CH:24]([CH2:33][C:34]1[CH:39]=[CH:38][CH:37]=[CH:36][CH:35]=1)[C:25]([NH:27][C@H:28]([C:30]([OH:32])=[O:31])[CH3:29])=[O:26])([CH:4]([NH:12]C(OCC1C=CC=CC=1)=O)[CH2:5][C:6]1[CH:11]=[CH:10][CH:9]=[CH:8][CH:7]=1)=[O:3].B(Br)(Br)[Br:41].O>ClCCl>[BrH:41].[NH2:12][CH:4]([P:2]([CH2:23][CH:24]([CH2:33][C:34]1[CH:39]=[CH:38][CH:37]=[CH:36][CH:35]=1)[C:25]([NH:27][C@H:28]([C:30]([OH:32])=[O:31])[CH3:29])=[O:26])([OH:3])=[O:1])[CH2:5][C:6]1[CH:11]=[CH:10][CH:9]=[CH:8][CH:7]=1 |f:4.5|. Reported procedure: To a solution of 50 mg (0.09 mmol) of N-[2-[[hydroxy[2-phenyl-1-[[(phenylmethoxy)carbonyl]amino]ethyl]phosphinyl]methyl]-1-oxo-3-phenylpropyl]-L-alanine in 2.5 ml of dichloromethane, cooled to −10° C., is added, under nitrogen, 0.45 ml of boron tribromide as a 1M solution in dichloromethane (0.45 mmol). The mixture is stirred for one hour at −10° C. and then for two hours at a temperature in the region of 20° C. 3 ml of water are added and the dichloromethane is evaporated off. The aqueous phase...